This data is from the Open Reaction Database (ORD), a public repository of structured organic reaction records. The task is: describe an organic reaction: reactants, conditions, products, and yield Reactants: C(O)([O-])=O.[Na+] (sodium hydrogen carbonate), C(C)(=O)NC=1SC=C(N1)CCCO (2-acetylamino-4-(3-hydroxypropyl)thiazole), ice water, S(=O)(Cl)Cl (thionyl chloride). The solvent is C(Cl)(Cl)Cl (chloroform). Run at temperature 60 celsius. Product: C(C)(=O)NC=1SC=C(N1)CCCCl (2-acetylamino-4-(3-chloropropyl)thiazole). As a reaction SMILES: [C:1]([NH:4][C:5]1[S:6][CH:7]=[C:8]([CH2:10][CH2:11][CH2:12]O)[N:9]=1)(=[O:3])[CH3:2].S(Cl)([Cl:16])=O.C(=O)([O-])O.[Na+]>C(Cl)(Cl)Cl>[C:1]([NH:4][C:5]1[S:6][CH:7]=[C:8]([CH2:10][CH2:11][CH2:12][Cl:16])[N:9]=1)(=[O:3])[CH3:2] |f:2.3|. Procedure: To a suspension of 2-acetylamino-4-(3-hydroxypropyl)thiazole (1.5 g) in chloroform (2 ml) was added thionyl chloride (1.1 ml) and the mixture was warmed at 60° C. After the reaction was finished, the reaction mixture was poured into ice water and neutralized with an aqueous solution of sodium hydrogen carbonate. The mixture was extracted with chloroform and the extract was dried over magnesium sulfate and concentrated to give 2-acetylamino-4-(3-chloropropyl)thiazole (1.50 g). Starting materials: C(C1=CC=CC=C1)N1C(=NC2=C(C1=O)C(=NO2)C)C(CC)Br ((±)-5-Benzyl-6-(1-bromo-propyl)-3-methyl-5H-isoxazolo[5,4-d]pyrimidin-4-one), Cl.NCCC(=O)N (3-amino-propionamide hydrochloride), CCN(C(C)C)C(C)C (DIEA). The solvent is CCO (EtOH). The product is C(C1=CC=CC=C1)N1C(=NC2=C(C1=O)C(=NO2)C)C(CC)NCCC(=O)N ((±)-3-[1-(5-Benzyl-3-methyl-4-oxo-4,5-dihydro-isoxazolo[5,4-d]pyrimidin-6-yl)-propylamino]-propionamide). The yield is 47.2%. As a reaction SMILES: [CH2:1]([N:8]1[C:13](=[O:14])[C:12]2[C:15]([CH3:18])=[N:16][O:17][C:11]=2[N:10]=[C:9]1[CH:19](Br)[CH2:20][CH3:21])[C:2]1[CH:7]=[CH:6][CH:5]=[CH:4][CH:3]=1.Cl.[NH2:24][CH2:25][CH2:26][C:27]([NH2:29])=[O:28].CCN(C(C)C)C(C)C>CCO>[CH2:1]([N:8]1[C:13](=[O:14])[C:12]2[C:15]([CH3:18])=[N:16][O:17][C:11]=2[N:10]=[C:9]1[CH:19]([NH:24][CH2:25][CH2:26][C:27]([NH2:29])=[O:28])[CH2:20][CH3:21])[C:2]1[CH:7]=[CH:6][CH:5]=[CH:4][CH:3]=1 |f:1.2|. Procedure: A solution of the compound of Example 1 Step 4 (2.0 g, 5.5 mmol) in EtOH (50 mL) was treated with 3-amino-propionamide hydrochloride (1.72 g, 13.8 mmol) and DIEA (0.53 g, 27.7 mmol). The resulting mixture was stirred at reflux for 6 h, then cooled to room temperature and concentrated under vacuum. The crude product was dissolved in CH3OH and purified by preparative reverse-phase HPLC (CH3OH/H2O) on a YMC S10 ODS 50×500 mm column to afford the desired product as a yellow glass (0.96 g, 49%); 1H N...